From a dataset of the Open Reaction Database (ORD), a public repository of structured organic reaction records. describe an organic reaction: reactants, conditions, products, and yield The reactants are CC(C)(C)O, Cc1cccc(C(=O)O)c1[N+](=O)[O-], O=S(=O)(Cl)Cl, c1ccccc1, c1ccncc1. The product is Cc1cccc(C(=O)OC(C)(C)C)c1[N+](=O)[O-]. Reaction SMILES: [C:25]([CH3:26])([CH3:27])([CH3:28])[OH:29].[N+:1](=[O:2])([O-:3])[c:4]1[c:5]([C:6](=[O:7])[OH:8])[cH:9][cH:10][cH:11][c:12]1[CH3:13].[S:14]([Cl:15])([Cl:16])(=[O:17])=[O:18].[cH:19]1[cH:20][cH:21][cH:22][cH:23][cH:24]1.[cH:30]1[cH:31][cH:32][n:33][cH:34][cH:35]1>>[N+:1](=[O:2])([O-:3])[c:4]1[c:5]([C:6]([O:7][C:25]([CH3:26])([CH3:27])[CH3:28])=[O:8])[cH:9][cH:10][cH:11][c:12]1[CH3:13]. Reactants: resultant mixture, NC1=NC=C(C=N1)C=1C(=NN2C1C=CC=C2)C2=CC=CC=C2 (3-(2-aminopyrimidin-5-yl)-2-phenylpyrazolo[1,5-a]pyridine), S(O)(O)(=O)=O (sulfuric acid), N(=O)[O-].[Na+] (sodium nitrite). The solvent is O (water). Conditions: time 2 hour. Yields the product O=C1NC=C(C=N1)C=1C(=NN2C1C=CC=C2)C2=CC=CC=C2 (3-(2-oxo-1,2-dihydropyrimidin-5-yl)-2-phenylpyrazolo[1,5-a]pyridine). As a reaction SMILES: N[C:2]1[N:7]=[CH:6][C:5]([C:8]2[C:9]([C:17]3[CH:22]=[CH:21][CH:20]=[CH:19][CH:18]=3)=[N:10][N:11]3[CH:16]=[CH:15][CH:14]=[CH:13][C:12]=23)=[CH:4][N:3]=1.S(=O)(=O)(O)[OH:24].N([O-])=O.[Na+]>O>[O:24]=[C:2]1[N:7]=[CH:6][C:5]([C:8]2[C:9]([C:17]3[CH:22]=[CH:21][CH:20]=[CH:19][CH:18]=3)=[N:10][N:11]3[CH:16]=[CH:15][CH:14]=[CH:13][C:12]=23)=[CH:4][NH:3]1 |f:2.3|. Procedure details: To a mixture of 3-(2-aminopyrimidin-5-yl)-2-phenylpyrazolo[1,5-a]pyridine (0.70 g) and 50% sulfuric acid (5.6 ml) was gradually added aqueous solution (5.6 ml) of sodium nitrite (1.68 g) at 5° to 10° C., and the resultant mixture was stirred for 3 hours at the same temperature and then for 2 hours at room temperature. To the reaction mixture was added water (14 ml). The precipitates were collected by filtration subjected to a column chromatography on silica gel (14 g) with a mixture of chlorofor... Starting materials: [Br-], [Br-], [Br-], C1CCOC1, COc1cc(C(C)=O)cc(S(F)(F)(F)(F)F)c1, [Na+], O, O=C([O-])O, C[N+](C)(C)c1ccccc1, C[N+](C)(C)c1ccccc1, C[N+](C)(C)c1ccccc1. Yields the product COc1cc(C(=O)CBr)cc(S(F)(F)(F)(F)F)c1. RXN SMILES: [Br-:18].[Br-:19].[Br-:20].[CH2:57]1[O:58][CH2:59][CH2:60][CH2:61]1.[CH3:1][O:2][c:3]1[cH:4][c:5]([C:15]([CH3:16])=[O:17])[cH:6][c:7]([S:9]([F:10])([F:11])([F:12])([F:13])[F:14])[cH:8]1.[Na+:52].[OH2:51].[OH:53][C:54](=[O:55])[O-:56].[c:21]1([N+:22]([CH3:23])([CH3:24])[CH3:25])[cH:26][cH:27][cH:28][cH:29][cH:30]1.[c:31]1([N+:32]([CH3:33])([CH3:34])[CH3:35])[cH:36][cH:37][cH:38][cH:39][cH:40]1.[c:41]1([N+:42]([CH3:43])([CH3:44])[CH3:45])[cH:46][cH:47][cH:48][cH:49][cH:50]1>>[CH3:1][O:2][c:3]1[cH:4][c:5]([C:15]([CH2:16][Br:18])=[O:17])[cH:6][c:7]([S:9]([F:10])([F:11])([F:12])([F:13])[F:14])[cH:8]1. Starting materials: Cl.NC=1C(=NC=CC1)CO (3-amino-2-hydroxymethylpyridine hydrochloride), Cl.NCCS (cysteamine hydrochloride), Br (hydrobromic acid). Yields the product Br.Br.NC=1C(=NC=CC1)CSCCN (3-amino-2-[(2-aminoethyl)thiomethyl]pyridine dihydrobromide). As a reaction SMILES: Cl.[NH2:2][C:3]1[C:4]([CH2:9]O)=[N:5][CH:6]=[CH:7][CH:8]=1.Cl.[NH2:12][CH2:13][CH2:14][SH:15].[BrH:16]>>[BrH:16].[BrH:16].[NH2:2][C:3]1[C:4]([CH2:9][S:15][CH2:14][CH2:13][NH2:12])=[N:5][CH:6]=[CH:7][CH:8]=1 |f:0.1,2.3,5.6.7|. Procedure: A solution of 3-amino-2-hydroxymethylpyridine hydrochloride (3.4 g.) and cysteamine hydrochloride (2.38 g.) in aqueous hydrobromic acid (50 ml. 48%) was heated under reflux for 12 hours. Concentration under reduced pressure followed by re-evaporation of the residue with ethanol gave a yellow solid (7.5 g.) which was recrystallised from methanol-ether to afford 3-amino-2-[(2-aminoethyl)thiomethyl]pyridine dihydrobromide (5.8 g.) m.p. 195°-196°.